This data is from the Open Reaction Database (ORD), a public repository of structured organic reaction records. The task is: describe an organic reaction: reactants, conditions, products, and yield Starting materials: O, NCC(O)c1cccc(Cl)c1, CC(=O)Cc1ccc(OCc2cccnc2)cc1. The product is CC(Cc1ccc(OCc2cccnc2)cc1)NCC(O)c1cccc(Cl)c1. Reaction SMILES: [OH2:30].[OH:19][CH:20]([CH2:21][NH2:22])[c:23]1[cH:24][c:25]([Cl:29])[cH:26][cH:27][cH:28]1.[n:1]1[cH:2][c:3]([CH2:7][O:8][c:9]2[cH:10][cH:11][c:12]([CH2:15][C:16]([CH3:17])=[O:18])[cH:13][cH:14]2)[cH:4][cH:5][cH:6]1>>[n:1]1[cH:2][c:3]([CH2:7][O:8][c:9]2[cH:10][cH:11][c:12]([CH2:15][CH:16]([CH3:17])[NH:22][CH2:21][CH:20]([OH:19])[c:23]3[cH:24][c:25]([Cl:29])[cH:26][cH:27][cH:28]3)[cH:13][cH:14]2)[cH:4][cH:5][cH:6]1. The reactants are C(C1=CC=CC=C1)OC(=O)N(C)CCCC(=O)NCCCCCC (4-(N-benzyloxycarbonyl-N-methylamino)-N-n-hexylbutyramide), [H][H] (hydrogen). Reagents/catalysts: [Pd] (palladium-on-charcoal). The solvent is C(C)O (ethanol). The product is C(CCCCC)NC(CCCNC)=O (N-n-hexyl-4-methylaminobutyramide). As a reaction SMILES: C(O[C:9]([N:11]([CH2:13][CH2:14][CH2:15][C:16]([NH:18][CH2:19][CH2:20][CH2:21][CH2:22][CH2:23][CH3:24])=[O:17])C)=O)C1C=CC=CC=1.[H][H]>C(O)C.[Pd]>[CH2:19]([NH:18][C:16](=[O:17])[CH2:15][CH2:14][CH2:13][NH:11][CH3:9])[CH2:20][CH2:21][CH2:22][CH2:23][CH3:24]. Procedure: A solution of the 4-(N-benzyloxycarbonyl-N-methylamino)-N-n-hexylbutyramide thus obtained (6.6 g.) in ethanol (100 ml.) was shaken with hydrogen in the presence of a 10% palladium-on-charcoal catalyst (0.6 g.) for 18 hours, filtered and evaporated to dryness. There was thus obtained as residual oil N-n-hexyl-4-methylaminobutyramide. Starting materials: COC(=O)c1ccc2c(C3CCCCC3)c3n(c2c1)CC(N(CCNC(=O)OC(C)(C)C)Cc1ccccc1)COc1cc(F)ccc1-3, Cl, [K+], C1COCCO1, [OH-]. The product is CC(C)(C)OC(=O)NCCN(Cc1ccccc1)C1COc2cc(F)ccc2-c2c(C3CCCCC3)c3ccc(C(=O)O)cc3n2C1. As a reaction SMILES: [CH2:1]([c:2]1[cH:3][cH:4][cH:5][cH:6][cH:7]1)[N:8]([CH:9]1[CH2:10][O:11][c:12]2[c:13]([cH:34][cH:35][c:36]([F:38])[cH:37]2)-[c:14]2[n:15]([c:17]3[cH:18][c:19]([C:30](=[O:31])[O:32][CH3:33])[cH:20][cH:21][c:22]3[c:23]2[CH:24]2[CH2:25][CH2:26][CH2:27][CH2:28][CH2:29]2)[CH2:16]1)[CH2:39][CH2:40][NH:41][C:42](=[O:43])[O:44][C:45]([CH3:46])([CH3:47])[CH3:48].[ClH:51].[K+:50].[O:52]1[CH2:53][CH2:54][O:55][CH2:56][CH2:57]1.[OH-:49]>>[CH2:1]([c:2]1[cH:3][cH:4][cH:5][cH:6][cH:7]1)[N:8]([CH:9]1[CH2:10][O:11][c:12]2[c:13]([cH:34][cH:35][c:36]([F:38])[cH:37]2)-[c:14]2[n:15]([c:17]3[cH:18][c:19]([C:30](=[O:31])[OH:32])[cH:20][cH:21][c:22]3[c:23]2[CH:24]2[CH2:25][CH2:26][CH2:27][CH2:28][CH2:29]2)[CH2:16]1)[CH2:39][CH2:40][NH:41][C:42](=[O:43])[O:44][C:45]([CH3:46])([CH3:47])[CH3:48]. The reactants are [H-].[Na+] (sodium hydride), O (water), [H-].[Na+] (sodium hydride), BrCCC (bromopropane), BrC1=CC=C(OCCCO)C=C1 (3-(4-bromophenoxy)-1-propanol). Solvent: CN(C)C=O (DMF). Run at time 2 hour. The product is BrC1=CC=C(C=C1)OCCCOCCC (1-bromo-4-(3-propoxypropoxy)benzene). As a reaction SMILES: [Br:1][C:2]1[CH:12]=[CH:11][C:5]([O:6][CH2:7][CH2:8][CH2:9][OH:10])=[CH:4][CH:3]=1.[H-].[Na+].Br[CH2:16][CH2:17][CH3:18].O>CN(C=O)C>[Br:1][C:2]1[CH:12]=[CH:11][C:5]([O:6][CH2:7][CH2:8][CH2:9][O:10][CH2:16][CH2:17][CH3:18])=[CH:4][CH:3]=1 |f:1.2|. Reported procedure: In DMF (100 ml) was dissolved 3-(4-bromophenoxy)-1-propanol (10.0 g). To the mixture was added under ice-cooling 65% sodium hydride (2.4 g),and the mixture was stirred at room temperature for 2 hours. To the mixture was added dropwise bromopropane (5.5 ml), and the mixture was stirred for 3 hours. To the mixture was added 65% sodium hydride (0.8 g), and the mixture was stirred at 70 for 1 hour and cooled to room temperature. The reaction mixture was added to water, and the mixture was extracted ... The reactants are O=C(O)c1ccccc1COc1ccc(Br)cc1, ClCCl, O=C(OC(=O)C(F)(F)F)C(F)(F)F. Product: O=C1c2ccccc2COc2ccc(Br)cc21. RXN SMILES: [Br:14][c:15]1[cH:16][cH:17][c:18]([O:19][CH2:20][c:21]2[c:22]([C:23](=[O:24])[OH:25])[cH:26][cH:27][cH:28][cH:29]2)[cH:30][cH:31]1.[Cl:32][CH2:33][Cl:34].[F:1][C:2]([F:3])([F:4])[C:5]([O:6][C:7](=[O:8])[C:9]([F:10])([F:11])[F:12])=[O:13]>>[Br:14][c:15]1[cH:16][cH:17][c:18]2[c:30]([cH:31]1)[C:23](=[O:25])[c:22]1[c:21]([cH:29][cH:28][cH:27][cH:26]1)[CH2:20][O:19]2.